This data is from the Open Reaction Database (ORD), a public repository of structured organic reaction records. The task is: describe an organic reaction: reactants, conditions, products, and yield Starting materials: CCN(CC)CCN1CCCc2[nH]c(C=O)c(C)c2C1=O, COCC(=O)Nc1cc2c(cc1F)CC(=O)N2. The product is CCN(CC)CCN1CCCc2[nH]c(C=C3C(=O)Nc4cc(NC(=O)COC)c(F)cc43)c(C)c2C1=O. As a reaction SMILES: [CH2:1]([CH3:2])[N:3]([CH2:4][CH2:5][N:6]1[C:7](=[O:19])[c:8]2[c:9]([nH:13][c:14]([CH:17]=[O:18])[c:15]2[CH3:16])[CH2:10][CH2:11][CH2:12]1)[CH2:20][CH3:21].[F:22][c:23]1[cH:24][c:25]2[c:29]([cH:30][c:31]1[NH:32][C:33]([CH2:34][O:35][CH3:36])=[O:37])[NH:28][C:27](=[O:38])[CH2:26]2>>[CH2:1]([CH3:2])[N:3]([CH2:4][CH2:5][N:6]1[C:7](=[O:19])[c:8]2[c:9]([nH:13][c:14]([CH:17]=[C:26]3[c:25]4[cH:24][c:23]([F:22])[c:31]([NH:32][C:33]([CH2:34][O:35][CH3:36])=[O:37])[cH:30][c:29]4[NH:28][C:27]3=[O:38])[c:15]2[CH3:16])[CH2:10][CH2:11][CH2:12]1)[CH2:20][CH3:21]. The reactants are CO, Cl, C1CCOC1, O=C(O)c1ccc2c(c1)CCO2. Product: OCc1ccc2c(c1)CCO2. RXN SMILES: [CH3:13][OH:14].[ClH:15].[O:16]1[CH2:17][CH2:18][CH2:19][CH2:20]1.[O:1]1[c:2]2[c:3]([cH:6][c:7]([C:10](=[O:11])[OH:12])[cH:8][cH:9]2)[CH2:4][CH2:5]1>>[O:1]1[c:2]2[c:3]([cH:6][c:7]([CH2:10][OH:11])[cH:8][cH:9]2)[CH2:4][CH2:5]1.